Task: describe an organic reaction: reactants, conditions, products, and yield. Dataset: the Open Reaction Database (ORD), a public repository of structured organic reaction records Reactants: C1(=CC=CC=C1)SC(C(C)(C1=CCCC1)O)S(=O)(=NC)C1=CC=CC=C1 (S-[1-phenylthio-2-hydroxy-2-(cyclopent-1-enyl)propyl]-N-methyl-S-phenylsulfoximine), O (H2O), C(C)(=O)O (acetic acid). Run in C1CCOC1 (THF). Run at temperature 0 celsius, time 5 hour. The product is C1(=CCCC1)C(=C)CSC1=CC=CC=C1 (2-(Cyclopent-1-enyl)-3-phenylthio-prop-1-ene). Reaction SMILES: [C:1]1([S:7][CH:8](S(C2C=CC=CC=2)(=NC)=O)[C:9](O)([C:11]2[CH2:15][CH2:14][CH2:13][CH:12]=2)[CH3:10])[CH:6]=[CH:5][CH:4]=[CH:3][CH:2]=1.O.C(O)(=O)C>C1COCC1>[C:11]1([C:9]([CH2:8][S:7][C:1]2[CH:2]=[CH:3][CH:4]=[CH:5][CH:6]=2)=[CH2:10])[CH2:15][CH2:14][CH2:13][CH:12]=1. Procedure details: To a solution of S-[1-phenylthio-2-hydroxy-2-(cyclopent-1-enyl)propyl]-N-methyl-S-phenylsulfoximine (1.05 g, 2.7 mmol) in a mixture of THF (20 mL), H2O (8 mL) and acetic acid (8 mL) is added freshly prepared Al/Hg (1.3 g) in an ice-bath. After stirring at 0° C. for 5 hours, the mixture is filtered through a pad of Celite and the Celite is washed with EtOH (10 mL). The filtrate is concentrated in vacuo to ca. 5 mL. The residue is diluted with H2O (100 mL) and extracted with pentane (40 mL×5). The...